The task is: describe an organic reaction: reactants, conditions, products, and yield. This data is from the Open Reaction Database (ORD), a public repository of structured organic reaction records. Reactants: CC(C)(O)c1ccc2c(c1)C(=CCCBr)c1cccnc1CO2, CC(C)O, OC1(c2ccccc2Cl)CCNCC1, [I-], [K+], Cc1cccc(C)n1. Yields the product CC(C)(O)c1ccc2c(c1)C(=CCCN1CCC(O)(c3ccccc3Cl)CC1)c1cccnc1CO2. As a reaction SMILES: [Br:25][CH2:26][CH2:27][CH:28]=[C:29]1[c:30]2[c:31]([cH:40][cH:41][c:42]([C:44]([CH3:45])([CH3:46])[OH:47])[cH:43]2)[O:32][CH2:33][c:34]2[c:35]1[cH:36][cH:37][cH:38][n:39]2.[CH:48]([OH:49])([CH3:50])[CH3:51].[Cl:1][c:2]1[c:3]([C:8]2([OH:14])[CH2:9][CH2:10][NH:11][CH2:12][CH2:13]2)[cH:4][cH:5][cH:6][cH:7]1.[I-:24].[K+:23].[n:15]1[c:16]([CH3:17])[cH:18][cH:19][cH:20][c:21]1[CH3:22]>>[Cl:1][c:2]1[c:3]([C:8]2([OH:14])[CH2:9][CH2:10][N:11]([CH2:26][CH2:27][CH:28]=[C:29]3[c:30]4[c:31]([cH:40][cH:41][c:42]([C:44]([CH3:45])([CH3:46])[OH:47])[cH:43]4)[O:32][CH2:33][c:34]4[c:35]3[cH:36][cH:37][cH:38][n:39]4)[CH2:12][CH2:13]2)[cH:4][cH:5][cH:6][cH:7]1. Starting materials: solid, C(=O)([O-])[O-].[K+].[K+] (K2CO3), C(C)(C)(C)OC(=O)N1C[C@@H]2[C@@H](N(C=3C(=CC(=CC23)O)C(F)(F)F)C)CC1 ((4aS,9bR)-8-hydroxy-5-methyl-6-trifluoromethyl-1,3,4,4a,5,9b-hexahydro-pyrido[4,3-b]indole-2-carboxylic acid tert-butyl ester), BrCC1=NC=CC=C1 (2-bromomethyl-pyridine). The product is CN1[C@@H]2[C@H](C=3C=C(C=C(C13)C(F)(F)F)OCC1=NC=CC=C1)CNCC2 ((4aS,9bR)-5-methyl-8-(pyridin-2-ylmethoxy)-6-trifluoromethyl-2,3,4,4a,5,9b-hexahydro-1H-pyrido[4,3-b]indole). RXN SMILES: C(OC([N:8]1[CH2:26][CH2:25][C@@H:11]2[N:12]([CH3:24])[C:13]3[C:14]([C:20]([F:23])([F:22])[F:21])=[CH:15][C:16]([OH:19])=[CH:17][C:18]=3[C@@H:10]2[CH2:9]1)=O)(C)(C)C.Br[CH2:28][C:29]1[CH:34]=[CH:33][CH:32]=[CH:31][N:30]=1.C([O-])([O-])=O.[K+].[K+]>>[CH3:24][N:12]1[C:13]2[C:14]([C:20]([F:21])([F:23])[F:22])=[CH:15][C:16]([O:19][CH2:28][C:29]3[CH:34]=[CH:33][CH:32]=[CH:31][N:30]=3)=[CH:17][C:18]=2[C@@H:10]2[CH2:9][NH:8][CH2:26][CH2:25][C@H:11]12 |f:2.3.4|. Reported procedure: The title compound was prepared by following the general method as a yellow solid (60 mg, 61%) from (4aS,9bR)-8-hydroxy-5-methyl-6-trifluoromethyl-1,3,4,4a,5,9b-hexahydro-pyrido[4,3-b]indole-2-carboxylic acid tert-butyl ester (Example 71, 100 mg, 0.27 mmol), 2-bromomethyl-pyridine (141 mg, 0.56 mmol) and K2CO3 (156 mg, 1.12 mmol). MS (ESI): 364 (base, M+H). Reactants: COc1ccc(COC(=O)NNC(=O)c2ccc3c(c2C)OCCO3)cc1, Cl, C1COCCO1, O. Yields the product Cc1c(C(=O)NN)ccc2c1OCCO2. RXN SMILES: [CH3:1][O:2][c:3]1[cH:4][cH:5][c:6]([CH2:7][O:8][C:9](=[O:10])[NH:11][NH:12][C:13](=[O:14])[c:15]2[c:16]([CH3:25])[c:17]3[c:18]([cH:23][cH:24]2)[O:19][CH2:20][CH2:21][O:22]3)[cH:26][cH:27]1.[ClH:28].[O:29]1[CH2:30][CH2:31][O:32][CH2:33][CH2:34]1.[OH2:35]>>[NH2:11][NH:12][C:13](=[O:14])[c:15]1[c:16]([CH3:25])[c:17]2[c:18]([cH:23][cH:24]1)[O:19][CH2:20][CH2:21][O:22]2. The reactants are COCC12CCC1(NC(=O)OC(C)(C)C)C(=O)N(C(C)c1ccccc1)C2, O=C([O-])C(O)C(O)C(=O)[O-], COCCO[AlH2-]OCCOC, CCOC(C)=O, Cc1ccccc1, [K+], [Na+], [Na+], O, O, O, O. The product is COCC12CCC1(NC(=O)OC(C)(C)C)CN(C(C)c1ccccc1)C2. As a reaction SMILES: [C:13]([CH3:14])([CH3:15])([CH3:16])[O:17][C:18](=[O:19])[NH:20][C:21]12[C:22](=[O:39])[N:23]([CH:31]([CH3:32])[c:33]3[cH:34][cH:35][cH:36][cH:37][cH:38]3)[CH2:24][C:25]1([CH2:28][O:29][CH3:30])[CH2:26][CH2:27]2.[C:44]([CH:45]([CH:46]([C:47]([O-:48])=[O:49])[OH:50])[OH:51])([O-:52])=[O:53].[CH3:2][O:3][CH2:4][CH2:5][O:6][AlH2-:7][O:8][CH2:9][CH2:10][O:11][CH3:12].[CH3:56][CH2:57][O:58][C:59](=[O:60])[CH3:61].[CH3:62][c:63]1[cH:64][cH:65][cH:66][cH:67][cH:68]1.[K+:55].[Na+:1].[Na+:54].[OH2:40].[OH2:41].[OH2:42].[OH2:43]>>[C:13]([CH3:14])([CH3:15])([CH3:16])[O:17][C:18](=[O:19])[NH:20][C:21]12[CH2:22][N:23]([CH:31]([CH3:32])[c:33]3[cH:34][cH:35][cH:36][cH:37][cH:38]3)[CH2:24][C:25]1([CH2:28][O:29][CH3:30])[CH2:26][CH2:27]2. Reactants: C(C)OC1=C(C(=C(C=O)C=C1)O[Si](C)(C)C(C)(C)C)O[Si](C)(C)C(C)(C)C (4-Ethoxy-2,3-di(t-butyldimethylsilyloxy)benzaldehyde), O (water), C(CCC)[Li] (n-Butyl lithium), [Br-].COC=1C=C(C[PH3+])C=C(C1OC)OC (3,4,5-trimethoxybenzylphosphonium bromide). Solvent: C1CCOC1 (THF), C1CCOC1 (THF). Reaction conditions: time 15 minute. The product is [Si](C)(C)(C(C)(C)C)OC1=C(C(=CC=C1\C=C/C1=CC(=C(C(=C1)OC)OC)OC)OCC)O[Si](C)(C)C(C)(C)C (1,2-Di(t-butyldimethylsilyloxy)-3-ethoxy-6-[(Z)-2-(3,4,5-trimethoxyphenyl)vinyl]-benzene). Yield: 32.6%. Reaction SMILES: C([Li])CCC.[Br-].[CH3:7][O:8][C:9]1[CH:10]=[C:11]([CH:14]=[C:15]([O:19][CH3:20])[C:16]=1[O:17][CH3:18])[CH2:12][PH3+].[CH2:21]([O:23][C:24]1[CH:31]=[CH:30][C:27]([CH:28]=O)=[C:26]([O:32][Si:33]([C:36]([CH3:39])([CH3:38])[CH3:37])([CH3:35])[CH3:34])[C:25]=1[O:40][Si:41]([C:44]([CH3:47])([CH3:46])[CH3:45])([CH3:43])[CH3:42])[CH3:22].O>C1COCC1>[Si:33]([O:32][C:26]1[C:27](/[CH:28]=[CH:12]\[C:11]2[CH:10]=[C:9]([O:8][CH3:7])[C:16]([O:17][CH3:18])=[C:15]([O:19][CH3:20])[CH:14]=2)=[CH:30][CH:31]=[C:24]([O:23][CH2:21][CH3:22])[C:25]=1[O:40][Si:41]([C:44]([CH3:45])([CH3:47])[CH3:46])([CH3:42])[CH3:43])([C:36]([CH3:39])([CH3:38])[CH3:37])([CH3:35])[CH3:34] |f:1.2|. Procedure: n-Butyl lithium (0.85 mL, 1.36 mmol, 1.6 M in hexanes) was added dropwise over 10 min to a solution of 3,4,5-trimethoxybenzylphosphonium bromide (0.58 g, 1.12 mmol) in THF (7 mL) at −10° C. The reaction mixture was stirred at this temperature for 15 min then cooled to −70 C and a solution of 35 (0.47 g, 1.14 mmol) in THF (3 mL) was added and the reaction mixture was allowed to warm to room temperature with stirring overnight. The reaction mixture was cooled to 0° C. and water was added. The reac... Reactants: CN1C=CC2=CC=C(C=C12)C=1N(C=CN1)COCC[Si](C)(C)C (1-methyl-6-[1-(2-trimethylsilanyl-ethoxymethyl)-1H-imidazol-2-yl]-1H-indole), CCO (EtOH), Cl.C(C)(C)OC(CC1=CN(C2=CC=CC=C12)C)=N (1-methyl-3-indoleacetimidic acid isopropyl ester hydrochloride), Cl (HCl). Product: N1C(=NC=C1)C1=CC=C2C(=CN(C2=C1)C)C=1C(NC(C1C1=CN(C2=CC=CC=C12)C)=O)=O (3-[6-(1H-Imidazol-2-yl)-1-methyl-1H-indol-3-yl]-4-(1-methyl-1H-indol-3-yl)pyrrole-2,5-dione). The yield is 14.0%. RXN SMILES: [CH3:1][N:2]1[C:10]2[C:5](=[CH:6][CH:7]=[C:8]([C:11]3[N:12](COCC[Si](C)(C)C)[CH:13]=[CH:14][N:15]=3)[CH:9]=2)[CH:4]=[CH:3]1.Cl.C([O:28][C:29](=[NH:41])[CH2:30][C:31]1[C:39]2[C:34](=[CH:35][CH:36]=[CH:37][CH:38]=2)[N:33]([CH3:40])[CH:32]=1)(C)C.Cl.[CH3:43][CH2:44][OH:45]>>[NH:12]1[CH:13]=[CH:14][N:15]=[C:11]1[C:8]1[CH:9]=[C:10]2[C:5]([C:4]([C:43]3[C:44](=[O:45])[NH:28][C:29](=[O:41])[C:30]=3[C:31]3[C:39]4[C:34](=[CH:35][CH:36]=[CH:37][CH:38]=4)[N:33]([CH3:40])[CH:32]=3)=[CH:3][N:2]2[CH3:1])=[CH:6][CH:7]=1 |f:1.2|. Procedure: 3-[6-(1H-Imidazol-2-yl)-1-methyl-1H-indol-3-yl]-4-(1-methyl-1H-indol-3-yl)pyrrole-2,5-dione (37 mg, 14%) was prepared as an orange solid using 1-methyl-6-[1-(2-trimethylsilanyl-ethoxymethyl)-1H-imidazol-2-yl]-1H-indole (200 mg, 0.61 mmol) and 1-methyl-3-indoleacetimidic acid isopropyl ester hydrochloride (162 mg, 0.61 mmol) followed by deprotection using 20% HCl in refluxing EtOH. Starting materials: C(C)OC(=O)C(CS(=O)(=O)C(C(=O)O)(C)C)CC1=CC=CC=C1 ((RS)-2-[[2-[(ethoxy)carbonyl]-3-phenylpropyl]sulfonyl]-2-methylpropionic acid), NCCOCCO (2-(2-aminoethoxy)ethanol), ethyl ester. The product is OCCOCCNC(=O)C(C)(C)S(=O)(=O)CC(C(=O)O)CC1=CC=CC=C1 (α-[[[1-[[2-(2-hydroxyethoxy)ethyl]carbamoyl]-1-methylethyl]sulfonyl]methyl]hydrocinnamic acid). RXN SMILES: C([O:3][C:4]([CH:6]([CH2:17][C:18]1[CH:23]=[CH:22][CH:21]=[CH:20][CH:19]=1)[CH2:7][S:8]([C:11]([CH3:16])([CH3:15])[C:12](O)=[O:13])(=[O:10])=[O:9])=[O:5])C.[NH2:24][CH2:25][CH2:26][O:27][CH2:28][CH2:29][OH:30]>>[OH:30][CH2:29][CH2:28][O:27][CH2:26][CH2:25][NH:24][C:12]([C:11]([S:8]([CH2:7][CH:6]([CH2:17][C:18]1[CH:19]=[CH:20][CH:21]=[CH:22][CH:23]=1)[C:4]([OH:5])=[O:3])(=[O:10])=[O:9])([CH3:16])[CH3:15])=[O:13]. Reported procedure: In an analogous manner to that described in Example 6, paragraphs (a) to (c), starting from 2-mercaptoisobutyric acid and ethyl 2-benzylacrylate there was obtained (RS)-2-[[2-[(ethoxy)carbonyl]-3-phenylpropyl]sulfonyl]-2-methylpropionic acid, reaction of which 2-(2-aminoethoxy)ethanol and subsequent enzymatic hydrolysis of the resulting ethyl ester yielded (S/R=9/1 )-α-[[[1-[[2-(2-hydroxyethoxy)ethyl]carbamoyl]-1-methylethyl]sulfonyl]methyl]hydrocinnamic acid, MS: 401.9 (M+H)+, as a colourless o...